Dataset: the Open Reaction Database (ORD), a public repository of structured organic reaction records. Task: describe an organic reaction: reactants, conditions, products, and yield Reactants: CC(C)(C)[O-], CCC(CC(=O)Nc1ccc(C(F)(F)F)cc1)OS(C)(=O)=O, [K+], C1CCOC1, O. Product: CCC1CC(=O)N1c1ccc(C(F)(F)F)cc1. RXN SMILES: [CH3:1][C:2]([CH3:3])([O-:4])[CH3:5].[F:7][C:8]([c:9]1[cH:10][cH:11][c:12]([NH:15][C:16]([CH2:17][CH:18]([CH2:19][CH3:20])[O:21][S:22]([CH3:23])(=[O:24])=[O:25])=[O:26])[cH:13][cH:14]1)([F:27])[F:28].[K+:6].[O:30]1[CH2:31][CH2:32][CH2:33][CH2:34]1.[OH2:29]>>[F:7][C:8]([c:9]1[cH:10][cH:11][c:12]([N:15]2[C:16](=[O:26])[CH2:17][CH:18]2[CH2:19][CH3:20])[cH:13][cH:14]1)([F:27])[F:28].